This data is from the Open Reaction Database (ORD), a public repository of structured organic reaction records. The task is: describe an organic reaction: reactants, conditions, products, and yield The reactants are FC=1C=C(C=CC1C=1N=CSC1)NC(OC(C)(C)C)=O (tert-butyl 3-fluoro-4-(thiazol-4-yl)phenylcarbamate). Run in C(Cl)Cl (CH2Cl2), C(=O)(C(F)(F)F)O (TFA). The product is FC=1C=C(C=CC1C=1N=CSC1)N (3-fluoro-4-(thiazol-4-yl)benzenamine). The yield is 81.1%. Reaction SMILES: [F:1][C:2]1[CH:3]=[C:4]([NH:13]C(=O)OC(C)(C)C)[CH:5]=[CH:6][C:7]=1[C:8]1[N:9]=[CH:10][S:11][CH:12]=1>C(Cl)Cl.C(O)(C(F)(F)F)=O>[F:1][C:2]1[CH:3]=[C:4]([NH2:13])[CH:5]=[CH:6][C:7]=1[C:8]1[N:9]=[CH:10][S:11][CH:12]=1. Procedure details: A solution of tert-butyl 3-fluoro-4-(thiazol-4-yl)phenylcarbamate (270 mg, 0.92 mmol) in CH2Cl2 (2 mL) and TFA (4 mL) was stirred at room temperature for 60 min. It was then concentrated in vacuo. The residue was dissolved in CH2Cl2 (20 mL), which was washed with 5% NaHCO3, dried over Na2SO4, concentrated in vacuo to give 3-fluoro-4-(thiazol-4-yl)benzenamine (145 mg) as free base. MS 195.2 (M+H) The reactants are COC(=O)c1cc([N+](=O)[O-])ccc1OCCN1CCCC1, CO, [H][H]. Product: COC(=O)c1cc(N)ccc1OCCN1CCCC1. RXN SMILES: [CH3:1][O:2][C:3](=[O:4])[c:5]1[cH:6][c:7]([N+:19]([O-:20])=[O:21])[cH:8][cH:9][c:10]1[O:11][CH2:12][CH2:13][N:14]1[CH2:15][CH2:16][CH2:17][CH2:18]1.[CH3:22][OH:23].[H:24][H:25]>>[CH3:1][O:2][C:3](=[O:4])[c:5]1[cH:6][c:7]([NH2:19])[cH:8][cH:9][c:10]1[O:11][CH2:12][CH2:13][N:14]1[CH2:15][CH2:16][CH2:17][CH2:18]1. Starting materials: FC(OC1=CC=C(C=C1)OS(=O)(=O)C1=CC=C(C=C1)C)(F)F (toluene-4-sulfonic acid 4-trifluoromethoxy-phenyl ester), C(CCC#C)C1=CC=CC=C1 (pent-4-ynyl-benzene). The solvent is CCCCCCC (heptane). Yields the product C1(=CC=CC=C1)CCCC#CC1=CC=CC(=C1)OC(F)(F)F (2-(5-Phenyl-pent-1-ynyl)-4-trifluoromethoxy-benzene). As a reaction SMILES: [F:1][C:2]([F:22])([F:21])[O:3][C:4]1[CH:9]=[CH:8][C:7](OS(C2C=CC(C)=CC=2)(=O)=O)=[CH:6][CH:5]=1.[CH2:23]([C:28]1[CH:33]=[CH:32][CH:31]=[CH:30][CH:29]=1)[CH2:24][CH2:25][C:26]#[CH:27]>CCCCCCC>[C:28]1([CH2:23][CH2:24][CH2:25][C:26]#[C:27][C:6]2[CH:5]=[C:4]([O:3][C:2]([F:1])([F:21])[F:22])[CH:9]=[CH:8][CH:7]=2)[CH:33]=[CH:32][CH:31]=[CH:30][CH:29]=1. Procedure details: This product was prepared from toluene-4-sulfonic acid 4-trifluoromethoxy-phenyl ester and pent-4-ynyl-benzene. Chromatography eluent: heptane; yield (140 mg, 93%); 1H NMR δ (CDCl3): 7.41 (d, J=8.32 Hz, 2H), 7.38-7.28 (m, 2H), 7.27-7.18 (m, 3H), 7.21 (d, J=8.34 Hz, 2H), 2.77 (t, J=7.12 Hz, 2H), 2.45 (t, J=7.13 Hz, 2H), 1.93 (p, J=7.21 Hz, 2H); LCMS m/z: 300. Reactants: Cl (hydrochloric acid), suspension, [OH-].[Na+] (sodium hydroxide), N1=C(C=CC2=CC=CC=C12)N1CCN(CC1)CCCCC(=O)NC1=C(CCCC1)C(=O)OCC (ethyl 2-[5-(4-quinolin-2-ylpiperazin-1-yl)pentanoylamino]cyclohex-1-enecarboxylate). Solvent: CC(C)O (2-propanol), O (water). Yields the product N1=C(C=CC2=CC=CC=C12)N1CCN(CC1)CCCCC(=O)NC1=C(CCCC1)C(=O)O (2-[5-(4-quinolin-2-ylpiperazin-1-yl)pentanoylamino]cyclohex-1-enecarboxylic acid). The yield is 83.5%. As a reaction SMILES: [N:1]1[C:10]2[C:5](=[CH:6][CH:7]=[CH:8][CH:9]=2)[CH:4]=[CH:3][C:2]=1[N:11]1[CH2:16][CH2:15][N:14]([CH2:17][CH2:18][CH2:19][CH2:20][C:21]([NH:23][C:24]2[CH2:29][CH2:28][CH2:27][CH2:26][C:25]=2[C:30]([O:32]CC)=[O:31])=[O:22])[CH2:13][CH2:12]1.[OH-].[Na+].Cl>CC(O)C.O>[N:1]1[C:10]2[C:5](=[CH:6][CH:7]=[CH:8][CH:9]=2)[CH:4]=[CH:3][C:2]=1[N:11]1[CH2:16][CH2:15][N:14]([CH2:17][CH2:18][CH2:19][CH2:20][C:21]([NH:23][C:24]2[CH2:29][CH2:28][CH2:27][CH2:26][C:25]=2[C:30]([OH:32])=[O:31])=[O:22])[CH2:13][CH2:12]1 |f:1.2|. Procedure details: In 725 ml of 2-propanol and 365 ml of distilled water, 168.0 g of ethyl 2-[5-(4-quinolin-2-ylpiperazin-1-yl)pentanoylamino]cyclohex-1-enecarboxylate as synthesized in above Step 7-1-D was suspended. To the suspension 580 ml of 1N-aqueous sodium hydroxide was added and heated under reflux for 1.5 hours. After cooling, the reaction mixture was neutralized with 2N-hydrochloric acid. Whereupon precipitated crystals were recovered by filtration and dried to provide 131.8 g (83.4%) of 2-[5-(4-quinolin... Reactants: COc1cccc2c1Oc1cc(-c3ccccc3NC(C)=O)ccc1C2C1CC2CCC(C1)N2C(=O)C(F)(F)F, O=C(N1C2CCC1CC(C1c3ccccc3Oc3cc(-c4nnn[nH]4)ccc31)C2)C(F)(F)F. Yields the product O=C(O)C(F)(F)F, COc1cccc2c1Oc1cc(-c3ccccc3NC(C)=O)ccc1C2C1CC2CCC(C1)N2. RXN SMILES: [CH3:1][O:2][c:3]1[c:4]2[c:13]([cH:14][cH:15][cH:16]1)[CH:12]([CH:17]1[CH2:18][CH:19]3[CH2:20][CH2:21][CH:22]([CH2:23]1)[N:24]3[C:25]([C:26]([F:27])([F:28])[F:29])=[O:30])[c:11]1[c:6]([cH:7][c:8](-[c:31]3[c:32]([NH:37][C:38]([CH3:39])=[O:40])[cH:33][cH:34][cH:35][cH:36]3)[cH:9][cH:10]1)[O:5]2.[F:41][C:42]([F:43])([F:45])[C:46](=[O:44])[N:47]1[CH:48]2[CH2:49][CH2:50][CH:51]1[CH2:52][CH:53]([CH:54]1[c:55]3[cH:56][cH:57][c:58](-[c:59]4[nH:60][n:61][n:62][n:63]4)[cH:64][c:65]3[O:66][c:67]3[c:68]1[cH:69][cH:70][cH:71][cH:72]3)[CH2:73]2>>[C:25]([C:26]([F:27])([F:28])[F:29])([OH:30])=[O:44].[CH3:1][O:2][c:3]1[c:4]2[c:13]([cH:14][cH:15][cH:16]1)[CH:12]([CH:17]1[CH2:18][CH:19]3[CH2:20][CH2:21][CH:22]([CH2:23]1)[NH:24]3)[c:11]1[c:6]([cH:7][c:8](-[c:31]3[c:32]([NH:37][C:38]([CH3:39])=[O:40])[cH:33][cH:34][cH:35][cH:36]3)[cH:9][cH:10]1)[O:5]2. The reactants are CCO, CC(CC=NO)c1ccc(-c2ccc(F)cc2)cc1, [H][H], NO. Yields the product CC(CCN)c1ccc(-c2ccc(F)cc2)cc1. As a reaction SMILES: [CH3:24][CH2:25][OH:26].[F:1][c:2]1[cH:3][cH:4][c:5](-[c:8]2[cH:9][cH:10][c:11]([CH:14]([CH2:15][CH:16]=[N:17][OH:18])[CH3:19])[cH:12][cH:13]2)[cH:6][cH:7]1.[H:22][H:23].[NH2:20][OH:21]>>[F:1][c:2]1[cH:3][cH:4][c:5](-[c:8]2[cH:9][cH:10][c:11]([CH:14]([CH2:15][CH2:16][NH2:17])[CH3:19])[cH:12][cH:13]2)[cH:6][cH:7]1.